Dataset: the Open Reaction Database (ORD), a public repository of structured organic reaction records. Task: describe an organic reaction: reactants, conditions, products, and yield Product: CC1(N2C3=C(C=CC=C3CC1)C(=C2)C=2C(NC(C2C2=CNC1=CC=CC=C21)=O)=O)C (3-(4,4-dimethyl-5,6-dihydro-4H-pyrrolo[3,2,1-ij]quinolin-1-yl)-4-(1H-indol-3-yl)pyrrole-2,5-dione). Reaction SMILES: [NH:1]1[C:9]2[C:4](=[CH:5][CH:6]=[CH:7][CH:8]=2)[C:3]([CH2:10][C:11]([NH2:13])=[O:12])=[CH:2]1.CO[C:16](=[O:33])[C:17]([C:19]1[C:29]2=[C:30]3[C:25](=[CH:26][CH:27]=[CH:28]2)[CH2:24][CH2:23][C:22]([CH3:32])([CH3:31])[N:21]3[CH:20]=1)=O>>[CH3:31][C:22]1([CH3:32])[CH2:23][CH2:24][C:25]2[C:30]3=[C:29]([C:19]([C:17]4[C:16](=[O:33])[NH:13][C:11](=[O:12])[C:10]=4[C:3]4[C:4]5[C:9](=[CH:8][CH:7]=[CH:6][CH:5]=5)[NH:1][CH:2]=4)=[CH:20][N:21]13)[CH:28]=[CH:27][CH:26]=2. Starting materials: N1C=C(C2=CC=CC=C12)CC(=O)N ((indol-3-yl)acetamide), COC(C(=O)C1=CN2C(CCC3=CC=CC1=C23)(C)C)=O ((4,4-dimethyl-5,6-dihydro-4H-pyrrolo[3,2,1-ij]quinolin-1-yl)oxo-acetic acid methyl ester). Procedure details: Beginning with (indol-3-yl)acetamide and (4,4-dimethyl-5,6-dihydro-4H-pyrrolo[3,2,1-ij]quinolin-1-yl)oxo-acetic acid methyl ester, the title compound was prepared essentially as described in Example 1. The reactants are O=C([O-])[O-], O=C(Oc1ccc(O)cc1)c1ccccc1, CN(C)C=O, ClCC=C(Cl)Cl, [K+], [K+], O. Product: O=C(Oc1ccc(OCC=C(Cl)Cl)cc1)c1ccccc1. RXN SMILES: [C:17](=[O:18])([O-:19])[O-:20].[C:1]([c:2]1[cH:3][cH:4][cH:5][cH:6][cH:7]1)(=[O:8])[O:9][c:10]1[cH:11][cH:12][c:13]([OH:16])[cH:14][cH:15]1.[CH3:29][N:30]([CH3:31])[CH:32]=[O:33].[Cl:23][C:24](=[CH:25][CH2:26][Cl:27])[Cl:28].[K+:21].[K+:22].[OH2:34]>>[C:1]([c:2]1[cH:3][cH:4][cH:5][cH:6][cH:7]1)(=[O:8])[O:9][c:10]1[cH:11][cH:12][c:13]([O:16][CH2:26][CH:25]=[C:24]([Cl:23])[Cl:28])[cH:14][cH:15]1. The reactants are CCCCO, CCN(C(C)C)C(C)C, O=C(Cl)c1ccc(-n2[nH]c3c(nnc4c(F)cccc43)c2=O)cc1, CN1C(C)(C)CC(N)CC1(C)C, O. Yields the product CN1C(C)(C)CC(NC(=O)c2ccc(-n3[nH]c4c(nnc5c(F)cccc54)c3=O)cc2)CC1(C)C. Reaction SMILES: [CH2:47]([OH:48])[CH2:49][CH2:50][CH3:51].[CH:25]([N:26]([CH:27]([CH3:28])[CH3:29])[CH2:30][CH3:31])([CH3:32])[CH3:33].[F:1][c:2]1[cH:3][cH:4][cH:5][c:6]2[c:7]3[c:8]([n:9][n:10][c:11]12)[c:12](=[O:24])[n:13](-[c:15]1[cH:16][cH:17][c:18]([C:19](=[O:20])[Cl:21])[cH:22][cH:23]1)[nH:14]3.[NH2:34][CH:35]1[CH2:36][C:37]([CH3:44])([CH3:45])[N:38]([CH3:43])[C:39]([CH3:41])([CH3:42])[CH2:40]1.[OH2:46]>>[F:1][c:2]1[cH:3][cH:4][cH:5][c:6]2[c:7]3[c:8]([n:9][n:10][c:11]12)[c:12](=[O:24])[n:13](-[c:15]1[cH:16][cH:17][c:18]([C:19](=[O:20])[NH:34][CH:35]2[CH2:36][C:37]([CH3:44])([CH3:45])[N:38]([CH3:43])[C:39]([CH3:41])([CH3:42])[CH2:40]2)[cH:22][cH:23]1)[nH:14]3.